From a dataset of the Open Reaction Database (ORD), a public repository of structured organic reaction records. describe an organic reaction: reactants, conditions, products, and yield Starting materials: O=C(Cl)c1ccccc1, CO, ClCCl, Cl, COC(=O)CCN(C(=O)c1ccc2c(c1)nc(CNc1ccc(C(=N)N)cc1)n2C)c1ccccn1. The product is COC(=O)CCN(C(=O)c1ccc2c(c1)nc(CNc1ccc(C(=N)NC(=O)c3ccccc3)cc1)n2C)c1ccccn1. RXN SMILES: [C:38]([c:39]1[cH:40][cH:41][cH:42][cH:43][cH:44]1)(=[O:45])[Cl:46].[CH3:47][OH:48].[Cl:49][CH2:50][Cl:51].[ClH:1].[n:2]1[c:3]([N:8]([C:9](=[O:10])[c:11]2[cH:12][c:13]3[c:14]([n:15]([CH3:29])[c:16]([CH2:18][NH:19][c:20]4[cH:21][cH:22][c:23]([C:26]([NH2:27])=[NH:28])[cH:24][cH:25]4)[n:17]3)[cH:30][cH:31]2)[CH2:32][CH2:33][C:34](=[O:35])[O:36][CH3:37])[cH:4][cH:5][cH:6][cH:7]1>>[n:2]1[c:3]([N:8]([C:9](=[O:10])[c:11]2[cH:12][c:13]3[c:14]([n:15]([CH3:29])[c:16]([CH2:18][NH:19][c:20]4[cH:21][cH:22][c:23]([C:26](=[NH:27])[NH:28][C:38]([c:39]5[cH:40][cH:41][cH:42][cH:43][cH:44]5)=[O:45])[cH:24][cH:25]4)[n:17]3)[cH:30][cH:31]2)[CH2:32][CH2:33][C:34](=[O:35])[O:36][CH3:37])[cH:4][cH:5][cH:6][cH:7]1. Reactants: solution, C(CCC)[Li] (n-butyllithium), C(C)(C)C1=C(C(=CC(=C1)C(C)C)C(C)C)S(=O)(=O)NN=C(CCN(C)C)C1=CC=CC=C1 (β-dimethylaminopropiophenone 2,4,6-triisopropylbenzenesulphonylhydrazone), aqueous solution, Cl (hydrochloric acid), C(C1=CC=CC=C1)=O (Benzaldehyde). Solvent: CCCCCC (hexane), COCCOC (1,2-dimethoxyethane), C(C)OCC (ethyl ether). Conditions: temperature 0 celsius, time 15 minute. Product: C1(CCCCC1)C(C(=CCN(C)C)C1=CC=CC=C1)O (1-cyclohexyl-4-dimethylamino-2-phenyl-2-buten-1-ol). RXN SMILES: C([Li])CCC.C(C1C=C(C(C)C)C=C(C(C)C)C=1S(NN=[C:26]([C:32]1[CH:37]=[CH:36][CH:35]=[CH:34][CH:33]=1)[CH2:27][CH2:28][N:29]([CH3:31])[CH3:30])(=O)=O)(C)C.[CH:38](=[O:45])[C:39]1[CH:44]=[CH:43][CH:42]=[CH:41][CH:40]=1.Cl>CCCCCC.COCCOC.C(OCC)C>[CH:39]1([CH:38]([OH:45])[C:26]([C:32]2[CH:33]=[CH:34][CH:35]=[CH:36][CH:37]=2)=[CH:27][CH2:28][N:29]([CH3:30])[CH3:31])[CH2:44][CH2:43][CH2:42][CH2:41][CH2:40]1. Procedure details: A 1.5M solution (29 cc) of n-butyllithium in hexane is added to a solution of β-dimethylaminopropiophenone 2,4,6-triisopropylbenzenesulphonylhydrazone (9.15 g) in 1,2-dimethoxyethane (100 cc) kept under a nitrogen atmosphere at a temperature in the region of -75° C. The orange solution obtained is then stirred for 15 minutes at a temperature in the region of 0° C., and then cooled to a temperature in the region of -40° C. Benzaldehyde (2.2 cc) is then added, and then the reaction mixture is stir... Reactants: O=C(Cl)c1cncc(Br)c1, N, C1CCOC1. The product is NC(=O)c1cncc(Br)c1. As a reaction SMILES: [Br:2][c:3]1[cH:4][n:5][cH:6][c:7]([C:8](=[O:9])[Cl:10])[cH:11]1.[NH3:1].[O:12]1[CH2:13][CH2:14][CH2:15][CH2:16]1>>[NH2:1][C:8]([c:7]1[cH:6][n:5][cH:4][c:3]([Br:2])[cH:11]1)=[O:9]. Starting materials: C(=S)(N1C=NC=C1)N1C=NC=C1 (thiocarbonyldiimidazole), CN1CCNCC1 (N-methylpiperazine), NC(=S)N (thiourea), BrCC(=O)C1=CC=C(C(=O)O)C=C1 (4-(2-bromo-acetyl)-benzoic acid). Solvent: C1CCOC1 (THF), CCO (EtOH). Reaction conditions: time 2 hour. The product is CN1CCN(CC1)C=1SC=C(N1)C1=CC=C(C(=O)O)C=C1 (4-[2-(4-Methyl-piperazin-1-yl)-thiazol-4-yl]-benzoic acid). The yield is 78.0%. RXN SMILES: C(N1C=CN=C1)(N1C=CN=C1)=S.[CH3:13][N:14]1[CH2:19][CH2:18][NH:17][CH2:16][CH2:15]1.[NH2:20][C:21](N)=[S:22].Br[CH2:25][C:26]([C:28]1[CH:36]=[CH:35][C:31]([C:32]([OH:34])=[O:33])=[CH:30][CH:29]=1)=O>C1COCC1.CCO>[CH3:13][N:14]1[CH2:19][CH2:18][N:17]([C:21]2[S:22][CH:25]=[C:26]([C:28]3[CH:36]=[CH:35][C:31]([C:32]([OH:34])=[O:33])=[CH:30][CH:29]=3)[N:20]=2)[CH2:16][CH2:15]1. Procedure details: To thiocarbonyldiimidazole (2 g, 11.5 mmol) in THF (30 mL) at RT was added N-methylpiperazine (1.00 g, 10 mmol) drop wise. The reaction was stirred at RT for 2 h and then at 55° C. for 1 h. The reaction was cooled to RT and 20 mL of THF was removed in vacuo. 2M NH3 (10 mL) in MeOH was added and the reaction stirred for 15 h. A further 2M NH3 (10 mL) in MeOH was added and the reaction maintained at 55° C. for 8 h. A pale yellow precipitate (1.00 g) was observed and filtered off, dried and used di... Starting materials: CO, [Cl-], [Cl-], [Cl-], O=C1CCCC(c2ccc(Cl)c(Cl)c2)N1c1ccc([N+](=O)[O-])cc1, N, O, [Ti+3]. The product is Nc1ccc(N2C(=O)CCCC2c2ccc(Cl)c(Cl)c2)cc1. As a reaction SMILES: [CH3:27][OH:28].[Cl-:29].[Cl-:30].[Cl-:31].[N+:1]([O-:2])(=[O:3])[c:4]1[cH:5][cH:6][c:7]([N:10]2[C:11](=[O:24])[CH2:12][CH2:13][CH2:14][CH:15]2[c:16]2[cH:17][c:18]([Cl:23])[c:19]([Cl:22])[cH:20][cH:21]2)[cH:8][cH:9]1.[NH3:26].[OH2:25].[Ti+3:32]>>[NH2:1][c:4]1[cH:5][cH:6][c:7]([N:10]2[C:11](=[O:24])[CH2:12][CH2:13][CH2:14][CH:15]2[c:16]2[cH:17][c:18]([Cl:23])[c:19]([Cl:22])[cH:20][cH:21]2)[cH:8][cH:9]1.